Dataset: the Open Reaction Database (ORD), a public repository of structured organic reaction records. Task: describe an organic reaction: reactants, conditions, products, and yield Reactants: CO, CCO, CNC(=NS(=O)(=O)N1CCOCC1)N1CC(c2ccccc2)C(c2ccc(Cl)cc2)=N1. The product is CNC(=NS(=O)(=O)N1CCCCC1)N1CC(c2ccccc2)C(c2ccc(Cl)cc2)=N1. Reaction SMILES: [CH3:32][OH:33].[CH3:34][CH2:35][OH:36].[Cl:1][c:2]1[cH:3][cH:4][c:5]([C:8]2=[N:9][N:10]([C:19](=[N:20][S:21](=[O:22])(=[O:23])[N:24]3[CH2:25][CH2:26][O:27][CH2:28][CH2:29]3)[NH:30][CH3:31])[CH2:11][CH:12]2[c:13]2[cH:14][cH:15][cH:16][cH:17][cH:18]2)[cH:6][cH:7]1>>[Cl:1][c:2]1[cH:3][cH:4][c:5]([C:8]2=[N:9][N:10]([C:19](=[N:20][S:21](=[O:22])(=[O:23])[N:24]3[CH2:25][CH2:26][CH2:32][CH2:28][CH2:29]3)[NH:30][CH3:31])[CH2:11][CH:12]2[c:13]2[cH:14][cH:15][cH:16][cH:17][cH:18]2)[cH:6][cH:7]1. Starting materials: CC1(C)Cc2c(Br)cccc2O1, CC#N, [K+], [K+], O, O=S(=O)([O-])OOS(=O)(=O)[O-]. Yields the product CC1(C)Oc2cccc(Br)c2C1=O. As a reaction SMILES: [Br:1][c:2]1[cH:3][cH:4][cH:5][c:6]2[c:7]1[CH2:8][C:9]([CH3:11])([CH3:12])[O:10]2.[CH3:26][C:27]#[N:28].[K+:23].[K+:24].[OH2:25].[S:13](=[O:14])([O:15][O:16][S:17]([O-:18])(=[O:19])=[O:20])([O-:21])=[O:22]>>[Br:1][c:2]1[cH:3][cH:4][cH:5][c:6]2[c:7]1[C:8](=[O:14])[C:9]([CH3:11])([CH3:12])[O:10]2. Starting materials: CCc1c(Oc2cc(C)cc(C)c2)[nH]c(=O)[nH]c1=O, Cc1ccc(S(=O)(=O)OCC2CCC2)cc1. The product is CCc1c(Oc2cc(C)cc(C)c2)n(CC2CCC2)c(=O)[nH]c1=O. RXN SMILES: [CH2:1]([CH3:2])[c:3]1[c:4](=[O:19])[nH:5][c:6](=[O:18])[nH:7][c:8]1[O:9][c:10]1[cH:11][c:12]([CH3:17])[cH:13][c:14]([CH3:16])[cH:15]1.[c:20]1([CH3:21])[cH:22][cH:23][c:24]([S:25]([O:26][CH2:30][CH:31]2[CH2:32][CH2:33][CH2:34]2)(=[O:27])=[O:28])[cH:29][cH:35]1>>[CH2:1]([CH3:2])[c:3]1[c:4](=[O:19])[nH:5][c:6](=[O:18])[n:7]([CH2:30][CH:31]2[CH2:32][CH2:33][CH2:34]2)[c:8]1[O:9][c:10]1[cH:11][c:12]([CH3:17])[cH:13][c:14]([CH3:16])[cH:15]1. Reactants: CN(C)C=O, Cc1cc(Cl)cc(Cl)n1, CSc1cc(Cl)c([O-])cc1Cl, [K+], O. Yields the product CSc1cc(Cl)c(Oc2cc(C)nc(Cl)c2)cc1Cl. RXN SMILES: [CH3:23][N:24]([CH3:25])[CH:26]=[O:27].[Cl:13][c:14]1[n:15][c:16]([CH3:21])[cH:17][c:18]([Cl:20])[cH:19]1.[Cl:1][c:2]1[c:3]([O-:11])[cH:4][c:5]([Cl:10])[c:6]([S:8][CH3:9])[cH:7]1.[K+:12].[OH2:22]>>[Cl:1][c:2]1[c:3]([O:11][c:18]2[cH:17][c:16]([CH3:21])[n:15][c:14]([Cl:13])[cH:19]2)[cH:4][c:5]([Cl:10])[c:6]([S:8][CH3:9])[cH:7]1.